From a dataset of the Open Reaction Database (ORD), a public repository of structured organic reaction records. describe an organic reaction: reactants, conditions, products, and yield The reactants are VOHPO4-0, CCCC (butane), BiPO4, C1(\C=C/C(=O)O1)=O (maleic anhydride), Bi, [N+](=O)([O-])[O-].[Bi+3].[N+](=O)([O-])[O-].[N+](=O)([O-])[O-] (bismuth nitrate), BiPO4. Reagents/catalysts: Catalyst B, [O-2].[V+5].[O-2].[O-2].[O-2].[O-2].[V+5] (vanadium oxide). Run in C(CCC)O (butanol), C(CCC)O (butanol). Product: C1(C=2C(C(=O)O1)=CC=CC2)=O (phthalic anhydride). RXN SMILES: [N+]([O-])([O-])=O.[Bi+3].[N+]([O-])([O-])=O.[N+]([O-])([O-])=O.[CH3:14][CH2:15][CH2:16][CH3:17].[C:18]1(=[O:24])[O:23][C:21](=[O:22])[CH:20]=[CH:19]1>[O-2].[V+5].[O-2].[O-2].[O-2].[O-2].[V+5].C(O)CCC>[C:21]1(=[O:22])[O:23][C:18](=[O:24])[C:19]2=[CH:14][CH:15]=[CH:16][CH:17]=[C:20]12 |f:0.1.2.3,6.7.8.9.10.11.12|. Procedure: Catalyst B was prepared as in the preceding example, but with a P/V ratio of 1.15, and by adding bismuth nitrate at the same time as the vanadium oxide, in a Bi/V ratio of 0.1. In this case, in addition to the VOHPO4-0.5H2O phase, the precursor contained a BiPO4 phase. The catalyst was activated in a stream of 1.7% of butane in air. After activation, the catalyst contained the phases (VO)2P2O7 and BiPO4. The butanol was supplied in the stream of air so as to produce a partial pressure of butanol... The reactants are ClCCl, C=C(C)C(C(=O)OC)N1C(=O)C(NC(=O)COc2ccccc2)C1SNc1ccccc1. Product: COC(=O)C1N2C(=O)C(NC(=O)COc3ccccc3)C2SC1(C)CCl. RXN SMILES: [CH2:33]([Cl:34])[Cl:35].[O:1]=[C:2]1[N:3]([CH:25]([C:26](=[O:27])[O:28][CH3:29])[C:30](=[CH2:31])[CH3:32])[CH:4]([S:17][NH:18][c:19]2[cH:20][cH:21][cH:22][cH:23][cH:24]2)[CH:5]1[NH:6][C:7]([CH2:8][O:9][c:10]1[cH:11][cH:12][cH:13][cH:14][cH:15]1)=[O:16]>>[O:1]=[C:2]1[N:3]2[CH:4]([CH:5]1[NH:6][C:7]([CH2:8][O:9][c:10]1[cH:11][cH:12][cH:13][cH:14][cH:15]1)=[O:16])[S:17][C:30]([CH2:31][Cl:34])([CH3:32])[CH:25]2[C:26](=[O:27])[O:28][CH3:29].